Dataset: the Open Reaction Database (ORD), a public repository of structured organic reaction records. Task: describe an organic reaction: reactants, conditions, products, and yield Starting materials: ClC1=CC=C(NC(=O)OC(C)(C)C)C=C1 (4-Chloro-N-Boc-aniline), ClC1=C(C(=O)Cl)C(=CC=C1)F (2-chloro-6-fluoro-benzoyl chloride). Product: NC1=C(C=C(C=C1)Cl)C(=O)C1=C(C=CC=C1F)Cl ((2-Amino-5-chloro-phenyl)-(2-chloro-6-fluoro-phenyl)-methanone). The yield is 42.0%. Reaction SMILES: [Cl:1][C:2]1[CH:15]=[CH:14][C:5]([NH:6]C(OC(C)(C)C)=O)=[CH:4][CH:3]=1.[Cl:16][C:17]1[CH:25]=[CH:24][CH:23]=[C:22]([F:26])[C:18]=1[C:19](Cl)=[O:20]>>[NH2:6][C:5]1[CH:4]=[CH:3][C:2]([Cl:1])=[CH:15][C:14]=1[C:19]([C:18]1[C:22]([F:26])=[CH:23][CH:24]=[CH:25][C:17]=1[Cl:16])=[O:20]. Procedure details: In a manner similar to that described above for compound 1aa, 4-Chloro-N-Boc-aniline and 2-chloro-6-fluoro-benzoyl chloride were converted to 1ab (42% yield) MS m/z=284 (M+H). The reactants are Nc1ccc(Cc2ccc(NC(=O)OCc3ccccc3)cc2)cc1, ClCCl, O=C=Nc1ccccc1. Product: O=C(Nc1ccccc1)Nc1ccc(Cc2ccc(NC(=O)OCc3ccccc3)cc2)cc1. As a reaction SMILES: [CH2:1]([c:2]1[cH:3][cH:4][cH:5][cH:6][cH:7]1)[O:8][C:9]([NH:10][c:11]1[cH:12][cH:13][c:14]([CH2:17][c:18]2[cH:19][cH:20][c:21]([NH2:24])[cH:22][cH:23]2)[cH:15][cH:16]1)=[O:25].[Cl:35][CH2:36][Cl:37].[c:26]1([N:32]=[C:33]=[O:34])[cH:27][cH:28][cH:29][cH:30][cH:31]1>>[CH2:1]([c:2]1[cH:3][cH:4][cH:5][cH:6][cH:7]1)[O:8][C:9]([NH:10][c:11]1[cH:12][cH:13][c:14]([CH2:17][c:18]2[cH:19][cH:20][c:21]([NH:24][C:33]([NH:32][c:26]3[cH:27][cH:28][cH:29][cH:30][cH:31]3)=[O:34])[cH:22][cH:23]2)[cH:15][cH:16]1)=[O:25]. The reactants are [Si](C1=CC=CC=C1)(C1=CC=CC=C1)(C(C)(C)C)Cl (t-butyldiphenylsilyl chloride), N1C=NC=C1 (imidazole), CC1=CN(C(=O)NC1=O)C2CC(C(O2)COC(C3=CC=CC=C3)(C4=CC=C(C=C4)OC)C5=CC=C(C=C5)OC)O (5′-O-Dimethoxytritylthymidine). Solvent: CN(C)C=O (DMF). Yields the product [Si](C1=CC=CC=C1)(C1=CC=CC=C1)(C(C)(C)C)[C@@]1(C[C@@H](O[C@@H]1CO)N1C(=O)NC(=O)C(C)=C1)O (3′-t-Butyldiphenylsilyl-thymidine). Reaction SMILES: [CH3:1][C:2]1[C:8](=[O:9])[NH:7][C:5](=[O:6])[N:4]([CH:10]2[O:14][CH:13]([CH2:15][O:16]C(C3C=CC(OC)=CC=3)(C3C=CC(OC)=CC=3)C3C=CC=CC=3)[CH:12]([OH:40])[CH2:11]2)[CH:3]=1.[Si:41](Cl)([C:54]([CH3:57])([CH3:56])[CH3:55])([C:48]1[CH:53]=[CH:52][CH:51]=[CH:50][CH:49]=1)[C:42]1[CH:47]=[CH:46][CH:45]=[CH:44][CH:43]=1.N1C=CN=C1>CN(C=O)C>[Si:41]([C@@:12]1([OH:40])[C@@H:13]([CH2:15][OH:16])[O:14][C@@H:10]([N:4]2[CH:3]=[C:2]([CH3:1])[C:8](=[O:9])[NH:7][C:5]2=[O:6])[CH2:11]1)([C:54]([CH3:57])([CH3:56])[CH3:55])([C:48]1[CH:49]=[CH:50][CH:51]=[CH:52][CH:53]=1)[C:42]1[CH:47]=[CH:46][CH:45]=[CH:44][CH:43]=1. Procedure details: 5′-O-Dimethoxytritylthymidine is silylated with 1 equivalent of t-butyldiphenylsilyl chloride (TBDPSCl) and 2 equivalents of imidazole in DMF solvent at room temperature. The 5′-protecting group is removed by treating with 3% dichloracetic acid in CH2Cl2. The reactants are CCO, NCc1ccc(Cl)cc1, Cc1cc(Cl)nc(SCC#N)n1, [Na+], [Na+], O=C([O-])[O-]. Yields the product Cc1cc(NCc2ccc(Cl)cc2)nc(SCC#N)n1. Reaction SMILES: [CH3:28][CH2:29][OH:30].[Cl:13][c:14]1[cH:15][cH:16][c:17]([CH2:18][NH2:19])[cH:20][cH:21]1.[Cl:1][c:2]1[n:3][c:4]([S:9][CH2:10][C:11]#[N:12])[n:5][c:6]([CH3:8])[cH:7]1.[Na+:22].[Na+:23].[O-:24][C:25](=[O:26])[O-:27]>>[c:2]1([NH:19][CH2:18][c:17]2[cH:16][cH:15][c:14]([Cl:13])[cH:21][cH:20]2)[n:3][c:4]([S:9][CH2:10][C:11]#[N:12])[n:5][c:6]([CH3:8])[cH:7]1. The reactants are C(#N)C=1C=C2C=CC(=CC2=CC1)C=CC=1C=C2CCN(CC2=CC1)C(=O)OC(C)(C)C (tert-butyl 6-(2-(6-cyano-2-naphthyl)ethenyl)-3,4-dihydro-2(1H)-isoquinolinecarboxylate), solution, [N+](=[N-])=C (diazomethane), [N+](=[N-])=C (diazomethane), [N+](=[N-])=C (diazomethane). The reagents and catalysts are CC(=O)[O-].CC(=O)[O-].[Pd+2] (Pd(OAc)2), CC(=O)[O-].CC(=O)[O-].[Pd+2] (Pd(OAc)2), CC(=O)[O-].CC(=O)[O-].[Pd+2] (Pd(OAc)2). The solvent is C1CCOC1 (THF), C(C)OCC (diethyl ether), C(C)OCC (diethyl ether). Yields the product C(#N)C=1C=C2C=CC(=CC2=CC1)C1C(C1)C=1C=C2CCN(CC2=CC1)C(=O)OC(C)(C)C (tert-butyl 6-(2-(6-cyano-2-naphthyl)cyclopropyl)-3,4-dihydro-2(1H)-isoquinolinecarboxylate). Reaction SMILES: [C:1]([C:3]1[CH:4]=[C:5]2[C:10](=[CH:11][CH:12]=1)[CH:9]=[C:8]([CH:13]=[CH:14][C:15]1[CH:16]=[C:17]3[C:22](=[CH:23][CH:24]=1)[CH2:21][N:20]([C:25]([O:27][C:28]([CH3:31])([CH3:30])[CH3:29])=[O:26])[CH2:19][CH2:18]3)[CH:7]=[CH:6]2)#[N:2].[N+](=[CH2:34])=[N-]>C1COCC1.C(OCC)C.CC([O-])=O.CC([O-])=O.[Pd+2]>[C:1]([C:3]1[CH:4]=[C:5]2[C:10](=[CH:11][CH:12]=1)[CH:9]=[C:8]([CH:13]1[CH2:34][CH:14]1[C:15]1[CH:16]=[C:17]3[C:22](=[CH:23][CH:24]=1)[CH2:21][N:20]([C:25]([O:27][C:28]([CH3:31])([CH3:30])[CH3:29])=[O:26])[CH2:19][CH2:18]3)[CH:7]=[CH:6]2)#[N:2] |f:4.5.6|. Procedure: A solution of Example 42I (207 mg, 0.5 mmol) and Pd(OAc)2 (5 mg) in THF (100 mL), at 0° C. was treated with a 0° C. 2M solution of diazomethane in diethyl ether (20 mL), warmed to room temperature over 10 minutes, treated with Pd(OAc)2 (5 mg) and 2M diazomethane in diethyl ether (20 mL), and treated two more times with Pd(OAc)2 and 2M diazomethane after 10 minute stirring intervals. After the final addition, the mixture was stirred for 1 hour, filtered through diatomaceous earth (Celite®) and co... Reactants: [N+](=O)([O-])N1C=2C=CC1=C(C=1C=CC(=C(C3=CC=C(N3[N+](=O)[O-])C(=C3C=CC(C2C2=CC=CC=C2)=N3)C3=CC=CC=C3)C3=CC=CC=C3)N1)C1=CC=CC=C1 (Dinitrotetraphenylporphyrin). The reagents and catalysts are catalyst, [Ru] (ruthenium on alumina). The solvent is C1(=CC=CC=C1)C (toluene). Yields the product NN1C=2C=CC1=C(C=1C=CC(=C(C3=CC=C(N3N)C(=C3C=CC(C2C2=CC=CC=C2)=N3)C3=CC=CC=C3)C3=CC=CC=C3)N1)C1=CC=CC=C1 (Diaminotetraphenylporphyrin). Reaction SMILES: [N+:1]([N:4]1[C:8]2=[C:9]([C:49]3[CH:54]=[CH:53][CH:52]=[CH:51][CH:50]=3)[C:10]3[CH:11]=[CH:12][C:13]([N:48]=3)=[C:14]([C:42]3[CH:47]=[CH:46][CH:45]=[CH:44][CH:43]=3)[C:15]3[N:19]([N+:20]([O-])=O)[C:18]([C:23]([C:36]4[CH:41]=[CH:40][CH:39]=[CH:38][CH:37]=4)=[C:24]4[N:35]=[C:27]([C:28]([C:29]5[CH:34]=[CH:33][CH:32]=[CH:31][CH:30]=5)=[C:5]1[CH:6]=[CH:7]2)[CH:26]=[CH:25]4)=[CH:17][CH:16]=3)([O-])=O>C1(C)C=CC=CC=1.[Ru]>[NH2:20][N:19]1[C:15]2=[C:14]([C:42]3[CH:47]=[CH:46][CH:45]=[CH:44][CH:43]=3)[C:13]3[CH:12]=[CH:11][C:10]([N:48]=3)=[C:9]([C:49]3[CH:50]=[CH:51][CH:52]=[CH:53][CH:54]=3)[C:8]3[N:4]([NH2:1])[C:5]([C:28]([C:29]4[CH:34]=[CH:33][CH:32]=[CH:31][CH:30]=4)=[C:27]4[N:35]=[C:24]([C:23]([C:36]5[CH:37]=[CH:38][CH:39]=[CH:40][CH:41]=5)=[C:18]1[CH:17]=[CH:16]2)[CH:25]=[CH:26]4)=[CH:6][CH:7]=3. Procedure details: Dinitrotetraphenylporphyrin (2.0 g 2.84 mol) was added to a hydrogenation flask (500-ml) and dissolved in dry toluene (200-ml). To this solution was added the catalyst about 10% ruthenium on alumina pellets (4.0 g, from Engelhard Industries, Iselin, N.J.). After evacuation, and flushing with hydrogen, the reduction was performed at 70° at 60 psi for 8-hr. Next, the flask was cooled to ambient temperature, filtered in the dark to remove the catalyst. The solid catalyst was washed repeatedly with ...